This data is from the Open Reaction Database (ORD), a public repository of structured organic reaction records. The task is: describe an organic reaction: reactants, conditions, products, and yield The reactants are O=C(O)c1c(Br)sc2c1CCCC2, Cc1ccc(N)c(O)c1, O=S(Cl)Cl. Product: Cc1ccc(NC(=O)c2c(Br)sc3c2CCCC3)c(O)c1. As a reaction SMILES: [Br:1][c:2]1[c:3]([C:11](=[O:12])[OH:13])[c:4]2[c:5]([s:6]1)[CH2:7][CH2:8][CH2:9][CH2:10]2.[NH2:14][c:15]1[c:16]([OH:22])[cH:17][c:18]([CH3:21])[cH:19][cH:20]1.[S:23]([Cl:24])([Cl:25])=[O:26]>>[Br:1][c:2]1[c:3]([C:11](=[O:13])[NH:14][c:15]2[c:16]([OH:22])[cH:17][c:18]([CH3:21])[cH:19][cH:20]2)[c:4]2[c:5]([s:6]1)[CH2:7][CH2:8][CH2:9][CH2:10]2. The solvent is CS(=O)C (DMSO). Run at temperature 180 celsius. Procedure: A 8 ml sealed vial was charged with 100 mg (0.187 mmol) of 2-[3,5-bis(trifluoromethyl)phenyl]-N-[6-chloro-4-(4-fluoro-2-methylphenyl)-3-pyridinyl]-N,2-dimethylpropanamide (WO 2005/002577), 98 mg (0.561 mmol) of hexahydro-2H-isothiazolo[2,3-a]pyrazine 1,1-dioxide (D10), 52 mg (0.374 mmol) of potassium carbonate; the reagents were dissolved in 0.8 ml of DMSO. The reaction mixture was heated at 180° C. for 36-48 hrs and then added to a saturated NH4Cl solution and back extracted with dichloromethan... The product is FC(C=1C=C(C=C(C1)C(F)(F)F)C(C(=O)N(C)C=1C=NC(=CC1C1=C(C=C(C=C1)F)C)N1CC2N(CC1)S(CC2)(=O)=O)(C)C)(F)F (2-[3,5-Bis(trifluoromethyl)phenyl]-N-[6-(1,1-dioxidohexahydro-5H-isothiazolo[2,3-a]pyrazin-5-yl)-4-(4-fluoro-2-methylphenyl)pyridin-3-yl]-N,2-dimethylpropanamide). Yield: 34.8%. The reactants are FC(C=1C=C(C=C(C1)C(F)(F)F)C(C(=O)N(C)C=1C=NC(=CC1C1=C(C=C(C=C1)F)C)Cl)(C)C)(F)F (2-[3,5-bis(trifluoromethyl)phenyl]-N-[6-chloro-4-(4-fluoro-2-methylphenyl)-3-pyridinyl]-N,2-dimethylpropanamide), S1(CCC2N1CCNC2)(=O)=O (Hexahydro-2H-isothiazolo[2,3-a]pyrazine 1,1-dioxide), C([O-])([O-])=O.[K+].[K+] (potassium carbonate), [NH4+].[Cl-] (NH4Cl). Reaction SMILES: [F:1][C:2]([F:36])([F:35])[C:3]1[CH:4]=[C:5]([C:13]([CH3:34])([CH3:33])[C:14]([N:16]([C:18]2[CH:19]=[N:20][C:21](Cl)=[CH:22][C:23]=2[C:24]2[CH:29]=[CH:28][C:27]([F:30])=[CH:26][C:25]=2[CH3:31])[CH3:17])=[O:15])[CH:6]=[C:7]([C:9]([F:12])([F:11])[F:10])[CH:8]=1.[S:37]1(=[O:47])(=[O:46])[N:41]2[CH2:42][CH2:43][NH:44][CH2:45][CH:40]2[CH2:39][CH2:38]1.C(=O)([O-])[O-].[K+].[K+].[NH4+].[Cl-]>CS(C)=O>[F:1][C:2]([F:36])([F:35])[C:3]1[CH:4]=[C:5]([C:13]([CH3:34])([CH3:33])[C:14]([N:16]([C:18]2[CH:19]=[N:20][C:21]([N:44]3[CH2:43][CH2:42][N:41]4[S:37](=[O:47])(=[O:46])[CH2:38][CH2:39][CH:40]4[CH2:45]3)=[CH:22][C:23]=2[C:24]2[CH:29]=[CH:28][C:27]([F:30])=[CH:26][C:25]=2[CH3:31])[CH3:17])=[O:15])[CH:6]=[C:7]([C:9]([F:12])([F:11])[F:10])[CH:8]=1 |f:2.3.4,5.6|. Reactants: CC(C)(C)C(=O)Nc1cnc(C2(C)NC(=O)NC2=O)cn1, CO, CCOC(C)=O, [Na+], [OH-]. Product: CC1(c2cnc(N)cn2)NC(=O)NC1=O. RXN SMILES: [CH3:1][C:2]([CH3:3])([CH3:4])[C:20]([NH:5][c:6]1[n:7][cH:8][c:9]([C:12]2([CH3:19])[NH:13][C:14](=[O:18])[NH:15][C:16]2=[O:17])[n:10][cH:11]1)=[O:21].[CH3:24][OH:25].[CH3:26][CH2:27][O:28][C:29](=[O:30])[CH3:31].[Na+:23].[OH-:22]>>[NH2:5][c:6]1[n:7][cH:8][c:9]([C:12]2([CH3:19])[NH:13][C:14](=[O:18])[NH:15][C:16]2=[O:17])[n:10][cH:11]1. Reactants: COCCOC, CO, CCn1c(N(C)C)nc2cc(C(F)(F)F)c(Cl)c([N+](=O)[O-])c21, O=[Pt]. Yields the product CCn1c(N(C)C)nc2cc(C(F)(F)F)c(Cl)c(N)c21. Reaction SMILES: [CH2:23]([CH2:24][O:25][CH3:26])[O:27][CH3:28].[CH3:31][OH:32].[N+:1]([O-:2])(=[O:3])[c:4]1[c:5]([Cl:22])[c:6]([C:18]([F:19])([F:20])[F:21])[cH:7][c:8]2[c:9]1[n:10]([CH2:16][CH3:17])[c:11]([N:13]([CH3:14])[CH3:15])[n:12]2.[Pt:29]=[O:30]>>[NH2:1][c:4]1[c:5]([Cl:22])[c:6]([C:18]([F:19])([F:20])[F:21])[cH:7][c:8]2[c:9]1[n:10]([CH2:16][CH3:17])[c:11]([N:13]([CH3:14])[CH3:15])[n:12]2. Starting materials: C1CC(=O)N(C1=O)Br (NBS), C(C)C(CC)C=1C=2N(N=C(C1)C)C(=C(N2)C)C2=C(SC=C2)C (8-(1-ethyl-propyl)-2,6-dimethyl-3-(2-methyl-thiophen-3-yl)-imidazo[1,2-b]pyridazine). Run in C(Cl)Cl (CH2Cl2). Reaction conditions: time 2 hour. Yields the product BrC1=CC(=C(S1)C)C1=C(N=C2N1N=C(C=C2C(CC)CC)C)C (3-(5-bromo-2-methyl-thiophen-3-yl)-8-(1-ethyl-propyl)-2,6-dimethyl-imidazo[1,2-b]pyridazine). Isolated yield 99.0%. Reaction SMILES: [CH2:1]([CH:3]([C:6]1[C:7]2[N:8]([C:13]([C:17]3[CH:21]=[CH:20][S:19][C:18]=3[CH3:22])=[C:14]([CH3:16])[N:15]=2)[N:9]=[C:10]([CH3:12])[CH:11]=1)[CH2:4][CH3:5])[CH3:2].C1C(=O)N([Br:30])C(=O)C1>C(Cl)Cl>[Br:30][C:20]1[S:19][C:18]([CH3:22])=[C:17]([C:13]2[N:8]3[N:9]=[C:10]([CH3:12])[CH:11]=[C:6]([CH:3]([CH2:4][CH3:5])[CH2:1][CH3:2])[C:7]3=[N:15][C:14]=2[CH3:16])[CH:21]=1. Procedure details: To a solution of 8-(1-ethyl-propyl)-2,6-dimethyl-3-(2-methyl-thiophen-3-yl)-imidazo[1,2-b]pyridazine. (0.76 g, 2.42 mmol) and CH2Cl2 (10 mL) is added NBS (0.60 g, 3.37 mmol). The solution is stirred at ambient temperature for 2 hours and concentrated. The solution is dissolved in Et2O (30 mL) washed with water (3×30 mL), brine (30 mL) dried over MgSO4, filtered and concentrated to furnish the title compound (0.95 g, 2.42 mmol, >99%). 1H NMR (CDCl3), δ 0.88 (t, J=7.5 Hz, 6H), 1.74-1.93 (m, 4H), 2... The reactants are O=c1oc2cccnc2n1CCBr, C1N2CN3CN1CN(C2)C3, ClC(Cl)Cl. The product is NCCn1c(=O)oc2cccnc21. As a reaction SMILES: [Br:11][CH2:12][CH2:13][n:14]1[c:15](=[O:23])[o:16][c:17]2[c:18]1[n:19][cH:20][cH:21][cH:22]2.[CH2:1]1[N:2]2[CH2:9][N:7]3[CH2:6][N:5]([CH2:4][N:3]1[CH2:8]3)[CH2:10]2.[CH:24]([Cl:25])([Cl:26])[Cl:27]>>[NH2:2][CH2:12][CH2:13][n:14]1[c:15](=[O:23])[o:16][c:17]2[c:18]1[n:19][cH:20][cH:21][cH:22]2. The product is C=CCCC(=O)C(F)(F)F. As a reaction SMILES: [F:1][C:2]([C:3](=[CH:4][CH2:5][CH:6]=[CH2:7])[O:8][CH2:9][CH3:10])([F:11])[F:12].[S:13](=[O:14])(=[O:15])([OH:16])[OH:17]>>[F:1][C:2]([C:3]([CH2:4][CH2:5][CH:6]=[CH2:7])=[O:8])([F:11])[F:12]. Starting materials: C=CCC=C(OCC)C(F)(F)F, O=S(=O)(O)O.